Dataset: the Open Reaction Database (ORD), a public repository of structured organic reaction records. Task: describe an organic reaction: reactants, conditions, products, and yield Starting materials: ClC=1C=C(C(=O)OO)C=CC1 (3-chloroperoxybenzoic acid), C(C)SC1=C(C(=NN1C)C(F)(F)F)C=1SC2=NC=C(C=C2N1)C(F)(F)F (2-(5-ethylthio-1-methyl-3-trifluoromethyl-1H-pyrazol-4-yl)-6-trifluoromethylthiazolo[5,4-b]pyridine), S(=S)(=O)([O-])[O-].[Na+].[Na+] (sodium thiosulfate). Solvent: C(Cl)(Cl)Cl (chloroform). Reaction conditions: time 6 hour. Yields the product C(C)S(=O)(=O)C1=C(C(=NN1C)C(F)(F)F)C=1SC2=NC=C(C=C2N1)C(F)(F)F (2-(5-ethylsulfonyl-1-methyl-3-trifluoromethyl-1H-pyrazol-4-yl)-6-trifluoromethylthiazolo[5,4-b]pyridine). RXN SMILES: Cl[C:2]1C=C(C=C[CH:11]=1)C(OO)=O.C(S[C:15]1[N:19]([CH3:20])[N:18]=[C:17]([C:21]([F:24])([F:23])[F:22])[C:16]=1[C:25]1[S:26][C:27]2[C:32]([N:33]=1)=[CH:31][C:30]([C:34]([F:37])([F:36])[F:35])=[CH:29][N:28]=2)C.[S:38]([O-:42])([O-])(=[O:40])=S.[Na+].[Na+]>C(Cl)(Cl)Cl>[CH2:2]([S:38]([C:15]1[N:19]([CH3:20])[N:18]=[C:17]([C:21]([F:22])([F:24])[F:23])[C:16]=1[C:25]1[S:26][C:27]2[C:32]([N:33]=1)=[CH:31][C:30]([C:34]([F:36])([F:37])[F:35])=[CH:29][N:28]=2)(=[O:42])=[O:40])[CH3:11] |f:2.3.4|. Reported procedure: 0.31 g of 3-chloroperoxybenzoic acid (purity of 65% or more) was added to a mixture of 0.21 g of 2-(5-ethylthio-1-methyl-3-trifluoromethyl-1H-pyrazol-4-yl)-6-trifluoromethylthiazolo[5,4-b]pyridine and 4 ml of chloroform, under ice cooling, and the mixture was stirred at room temperature for 6 hours. A 10% aqueous sodium thiosulfate solution was poured into the reaction mixture, and the mixture was extracted with chloroform. The organic layer was washed with a saturated aqueous sodium bicarbonate... The reactants are N1[C@H](C(=O)O)CCC1 (L-proline), [N+](=O)([O-])C1=CC=C(C=O)C=C1 (4-nitrobenzaldehyde), C(CCC)N1C(C=CC1=O)=O (N-butylmaleimide). Solvent: CN(C)C=O (DMF). The product is C(CCC)N1C(C2C(C(N3CCCC23)C2=CC=C(C=C2)[N+](=O)[O-])C1=O)=O ((3aRS, 4SR,8aRS,8bSR)-2-Butyl-4-(4-nitro-phenyl)-hexahydro-pyrrolo[3,4-a]pyrrolizine-1,3-dione). Yield: 32.0%. As a reaction SMILES: [NH:1]1[CH2:8][CH2:7][CH2:6][C@H:2]1[C:3](O)=O.[N+:9]([C:12]1[CH:19]=[CH:18][C:15]([CH:16]=O)=[CH:14][CH:13]=1)([O-:11])=[O:10].[CH2:20]([N:24]1[C:28](=[O:29])C=[CH:26][C:25]1=[O:30])[CH2:21][CH2:22][CH3:23]>CN(C=O)C>[CH2:20]([N:24]1[C:25](=[O:30])[CH:26]2[CH:16]([C:15]3[CH:18]=[CH:19][C:12]([N+:9]([O-:11])=[O:10])=[CH:13][CH:14]=3)[N:1]3[CH:2]([CH:3]2[C:28]1=[O:29])[CH2:6][CH2:7][CH2:8]3)[CH2:21][CH2:22][CH3:23]. Procedure: A mixture of L-proline (20 mmol), 4-nitrobenzaldehyde (20 mmol) and N-butylmaleimide (20 mmol) was heated to 80° C. in DMF (20 ml) for 24 hours. The solvent was removed in a high vacuum and the residue was separated chromatographically over silica gel (eluent hexane:ethyl acetate=1:1+1% triethylamine). (3aRS, 4SR,8aRS,8bSR)-2-Butyl-4-(4-nitro-phenyl)-hexahydro-pyrrolo[3,4-a]pyrrolizine-1,3-dione was obtained in 32% yield as a yellow solid (Rf =0.35). This product in 50 ml of ethanol was treated ... Starting materials: N1(CCCCC1)C1CCNCC1 (4-(piperidin-1-yl)piperidine), CS(=O)(=O)OCC[C@@]1(CN(CC1)C(CC1=C(C=CC=C1F)Cl)=O)C1=CC(=C(C=C1)Cl)Cl.C(C)#N (acetonitrile (R)-3-(2-methanesulfonyloxyethyl)-3-(3,4-dichlorophenyl)-1-[(2-chloro-6-fluorophenyl)acetyl]pyrrolidine). The product is ClC=1C=C(C=CC1Cl)[C@@]1(CN(CC1)C(CC1=C(C=CC=C1F)Cl)=O)CCN1CCC(CC1)N1CCCCC1 ((R)-3-(3,4-dichlorophenyl)-1-[(2-chloro-6-fluorophenyl)acetyl]-3-[2-[4-(piperidin-1-yl)piperidin-1-yl]ethyl]pyrrolidine). As a reaction SMILES: [N:1]1([CH:7]2[CH2:12][CH2:11][NH:10][CH2:9][CH2:8]2)[CH2:6][CH2:5][CH2:4][CH2:3][CH2:2]1.CS(O[CH2:18][CH2:19][C@@:20]1([C:36]2[CH:41]=[CH:40][C:39]([Cl:42])=[C:38]([Cl:43])[CH:37]=2)[CH2:24][CH2:23][N:22]([C:25](=[O:35])[CH2:26][C:27]2[C:32]([F:33])=[CH:31][CH:30]=[CH:29][C:28]=2[Cl:34])[CH2:21]1)(=O)=O.C(#N)C>>[Cl:43][C:38]1[CH:37]=[C:36]([C@@:20]2([CH2:19][CH2:18][N:10]3[CH2:11][CH2:12][CH:7]([N:1]4[CH2:6][CH2:5][CH2:4][CH2:3][CH2:2]4)[CH2:8][CH2:9]3)[CH2:24][CH2:23][N:22]([C:25](=[O:35])[CH2:26][C:27]3[C:32]([F:33])=[CH:31][CH:30]=[CH:29][C:28]=3[Cl:34])[CH2:21]2)[CH:41]=[CH:40][C:39]=1[Cl:42] |f:1.2|. Reported procedure: In 30 ml of acetonitrile (R)-3-(2-methanesulfonyloxyethyl)-3-(3,4-dichlorophenyl)-1-[(2-chloro-6-fluorophenyl)acetyl]pyrrolidine (3.17 g), prepared as described, supra, is mixed with an equimolar amount of 4-(piperidin-1-yl)piperidine. The reaction mixture is then heated to reflux and refluxed for about ten hours. The mixture is then concentrated under vacuum and the residue is taken up in methylene chloride and washed with a 3N solution of hydrochloric acid, followed by a wash with brine. The o...